From a dataset of the Open Reaction Database (ORD), a public repository of structured organic reaction records. describe an organic reaction: reactants, conditions, products, and yield Yields the product CCOC(=O)C(C(C)=O)c1ccccc1C(=O)O. RXN SMILES: [Br:1][c:2]1[c:3]([C:4](=[O:5])[OH:6])[cH:7][cH:8][cH:9][cH:10]1.[C:11]([CH2:12][C:13](=[O:14])[CH3:15])(=[O:16])[O:17][CH2:18][CH3:19].[CH2:20]1[O:21][CH2:22][CH2:23][O:24][CH2:25]1.[Cu:26][Br:27]>>[c:2]1([CH:12]([C:11](=[O:16])[O:17][CH2:18][CH3:19])[C:13](=[O:14])[CH3:15])[c:3]([C:4](=[O:5])[OH:6])[cH:7][cH:8][cH:9][cH:10]1. The reactants are O=C(O)c1ccccc1Br, CCOC(=O)CC(C)=O, C1COCCO1, [Cu]Br. The reactants are CN1CCOCC1, CN(C)C1(c2ccccc2)CCC(CC(=O)O)CC1, CN(C)C=O, C(=NC1CCCCC1)=NC1CCCCC1, Cl, [Na+], [OH-], O, On1nnc2ccccc21, NCc1c[nH]c2ccccc12. Product: CN(C)C1(c2ccccc2)CCC(CC(=O)NCc2c[nH]c3ccccc23)CC1. Reaction SMILES: [CH3:22][N:23]1[CH2:24][CH2:25][O:26][CH2:27][CH2:28]1.[CH3:30][N:31]([C:32]1([c:42]2[cH:43][cH:44][cH:45][cH:46][cH:47]2)[CH2:33][CH2:34][CH:35]([CH2:38][C:39](=[O:40])[OH:41])[CH2:36][CH2:37]1)[CH3:48].[CH3:66][N:67]([CH3:68])[CH:69]=[O:70].[CH:49]1([N:50]=[C:51]=[N:52][CH:53]2[CH2:54][CH2:55][CH2:56][CH2:57][CH2:58]2)[CH2:59][CH2:60][CH2:61][CH2:62][CH2:63]1.[ClH:29].[Na+:65].[OH-:64].[OH2:71].[OH:1][n:2]1[c:3]2[cH:4][cH:5][cH:6][cH:7][c:8]2[n:9][n:10]1.[nH:11]1[cH:12][c:13]([CH2:20][NH2:21])[c:14]2[cH:15][cH:16][cH:17][cH:18][c:19]12>>[nH:11]1[cH:12][c:13]([CH2:20][NH:21][C:39]([CH2:38][CH:35]2[CH2:34][CH2:33][C:32]([N:31]([CH3:30])[CH3:48])([c:42]3[cH:43][cH:44][cH:45][cH:46][cH:47]3)[CH2:37][CH2:36]2)=[O:40])[c:14]2[cH:15][cH:16][cH:17][cH:18][c:19]12. Reactants: C(C)OC=1C=C(C=CC1C)OC1=NC=C(C=N1)NC(=O)[C@@H](CC)NC(OC(C)(C)C)=O (1,1-dimethylethyl ((1R)-1-{[(2-{[3-(ethyloxy)-4-methylphenyl]oxy}-5-pyrimidinyl)amino]carbonyl}propyl)carbamate), C(C)OC=1C=C(C=CC1C)OC1=NC=C(C=N1)NC(=O)[C@@H](CC)NC(OC(C)(C)C)=O (1,1-dimethylethyl ((1R)-1-{[(2-{[3-(ethyloxy)-4-methylphenyl]oxy}-5-pyrimidinyl)amino]carbonyl}propyl)carbamate), C(=O)(C(F)(F)F)O (TFA). Solvent: ClCCl (dichloromethane). Conditions: temperature 0 celsius. Product: N[C@@H](C(=O)NC=1C=NC(=NC1)OC1=CC(=C(C=C1)C)OCC)CC ((2R)-2-amino-N-(2-{[3-(ethyloxy)-4-methylphenyl]oxy}-5-pyrimidinyl)butanamide). Yield: 105.9%. RXN SMILES: [CH2:1]([O:3][C:4]1[CH:5]=[C:6]([O:11][C:12]2[N:17]=[CH:16][C:15]([NH:18][C:19]([C@H:21]([NH:24]C(=O)OC(C)(C)C)[CH2:22][CH3:23])=[O:20])=[CH:14][N:13]=2)[CH:7]=[CH:8][C:9]=1[CH3:10])[CH3:2].C(O)(C(F)(F)F)=O>ClCCl>[NH2:24][C@H:21]([CH2:22][CH3:23])[C:19]([NH:18][C:15]1[CH:14]=[N:13][C:12]([O:11][C:6]2[CH:7]=[CH:8][C:9]([CH3:10])=[C:4]([O:3][CH2:1][CH3:2])[CH:5]=2)=[N:17][CH:16]=1)=[O:20]. Reported procedure: To a solution of 1,1-dimethylethyl ((1R)-1-{[(2-{[3-(ethyloxy)-4-methylphenyl]oxy}-5-pyrimidinyl)amino]carbonyl}propyl)carbamate (Intermediate 93, 80 mg) in dichloromethane (1 mL) cooled to 0° C., TFA (573 μl, 7.43 mmol) was added dropwise. The mixture reaction was stirred at 0° C. for 1.5. The solvent and the TFA were evaporated. The mixture was diluted with dichloromethane and an aqueous saturated solution of NaHCO3. The organic layer was separated, dried over sodium sulphate, filtered end eva...